Dataset: the Open Reaction Database (ORD), a public repository of structured organic reaction records. Task: describe an organic reaction: reactants, conditions, products, and yield The reactants are BrC=1C=C2CCN(CC2=CC1)C(=O)N1C=NC=C1 ((6-bromo-3,4-dihydroisoquinolin-2(1H)-yl)(1H-imidazol-1-yl)methanone), CI (MeI). Solvent: CC#N (CH3CN). Reaction conditions: time 8 hour. The product is [I-].BrC=1C=C2CCN(CC2=CC1)C(=O)N1C=[N+](C=C1)C (1-(6-Bromo-1,2,3,4-tetrahydroisoquinoline-2-carbonyl)-3-methyl-1H-imidazol-3-ium iodide). Isolated yield 98.0%. RXN SMILES: [Br:1][C:2]1[CH:3]=[C:4]2[C:9](=[CH:10][CH:11]=1)[CH2:8][N:7]([C:12]([N:14]1[CH:18]=[CH:17][N:16]=[CH:15]1)=[O:13])[CH2:6][CH2:5]2.[CH3:19][I:20]>CC#N>[I-:20].[Br:1][C:2]1[CH:3]=[C:4]2[C:9](=[CH:10][CH:11]=1)[CH2:8][N:7]([C:12]([N:14]1[CH:18]=[CH:17][N+:16]([CH3:19])=[CH:15]1)=[O:13])[CH2:6][CH2:5]2 |f:3.4|. Reported procedure: To a solution of compound 1i (1.03 g, 3.37 mmol) in CH3CN (7 mL) was added MeI (0.84 mL, 13.46 mmol). The reaction was stirred at room temperature overnight. The reaction was concentrated and the residue was washed with Et2O/hexanes to afford compound 1j (1.48 g). 1H NMR (300 MHz, CDCl3): δ 10.44 (s, br, 1H), 7.65 (s, 1H), 7.31 (m, 3H), 7.23 (m, 1H), 5.02 (m, 2H), 4.31 (s, 3H), 3.98 (m, 2H), 3.04 (m, 2H). Starting materials: OO (hydrogen peroxide), ClC1=CC=C(C=C1)N1N=C2C(CC1=O)CSC1=C2C=CC=C1 (2-(4-chlorophenyl)-2,3,4,4a-tetrahydro-5H-(1)benzothiopyrano[4,3-c]pyridazin-3-one), O (water). The solvent is C(C)(=O)O (acetic acid). The product is ClC1=CC=C(C=C1)N1N=C2C(CC1=O)CS(C1=C2C=CC=C1)=O (2-(4-chlorophenyl)-2,3,4,4a-tetrahydro-5H-(1)benzothiopyrano[4,3-c]pyridazin-3-one 6-oxide). As a reaction SMILES: [Cl:1][C:2]1[CH:7]=[CH:6][C:5]([N:8]2[C:13](=[O:14])[CH2:12][CH:11]3[CH2:15][S:16][C:17]4[CH:22]=[CH:21][CH:20]=[CH:19][C:18]=4[C:10]3=[N:9]2)=[CH:4][CH:3]=1.[OH:23]O.O>C(O)(=O)C>[Cl:1][C:2]1[CH:3]=[CH:4][C:5]([N:8]2[C:13](=[O:14])[CH2:12][CH:11]3[CH2:15][S:16](=[O:23])[C:17]4[CH:22]=[CH:21][CH:20]=[CH:19][C:18]=4[C:10]3=[N:9]2)=[CH:6][CH:7]=1. Procedure: To a mixture of 11.5 g of 2-(4-chlorophenyl)-2,3,4,4a-tetrahydro-5H-(1)benzothiopyrano[4,3-c]pyridazin-3-one in 200 ml of acetic acid is added 66 ml of 35% hydrogen peroxide dropwise with stirring at room temperature. After the completion of addition, the mixture is stirred at room temperature for 3 hours, poured into an excess amount of water and extracted with chloroform. The extract is washed with water, dried over magnesium sulfate anhydride and the chloroform is distilled off under reduced ... The solvent is CO (methanol), O1CCCC1 (tetrahydrofuran). Reaction SMILES: [OH:1][C@@H:2]([C:27]([CH3:35])([C:29]1[CH:34]=[CH:33][CH:32]=[CH:31][CH:30]=1)[CH3:28])[C:3]([NH:5][C@@H:6]([C:23]([CH3:26])([CH3:25])[CH3:24])[C:7]([N:9]([CH3:22])[C@@H:10]([CH:19]([CH3:21])[CH3:20])/[CH:11]=[C:12](\[CH3:18])/[C:13]([O:15]CC)=[O:14])=[O:8])=[O:4].O[C@H](C(C)(C1C=CC=CC=1)C)C(N[C@@H](C(C)(C)C)C(N(C)[C@@H](C(C)C)/C=C(\C)/C(OCC)=O)=O)=O.O.O.[OH-].[Li+]>CO.O1CCCC1>[OH:1][C@@H:2]([C:27]([CH3:35])([C:29]1[CH:30]=[CH:31][CH:32]=[CH:33][CH:34]=1)[CH3:28])[C:3]([NH:5][C@H:6]([C:7]([N:9]([CH3:22])[C@@H:10]([CH:19]([CH3:21])[CH3:20])/[CH:11]=[C:12](\[CH3:18])/[C:13]([OH:15])=[O:14])=[O:8])[C:23]([CH3:24])([CH3:25])[CH3:26])=[O:4] |f:3.4.5|. The product is O[C@H](C(=O)N[C@@H](C(C)(C)C)C(=O)N([C@H](/C=C(/C(=O)O)\C)C(C)C)C)C(C)(C1=CC=CC=C1)C ((E,4S)-4-[{N-[(2S)-2-hydroxy-3-methyl-3-phenylbutanoyl]-3-methyl-L-valyl}(methyl)amino]-2,5-dimethyl-2-hexenoic acid). Procedure: A 1:1 mixture of ethyl (E,4S)-4-[((2S)-2-{[(2S)-2-hydroxy-3-methyl-3-phenylbutanoyl]amino}-3,3-dimethylbutanoyl)(methyl)amino]-2,5-dimethyl-2-hexenoate and ethyl (E,4S)-4-[((2S)-2-{[(2R)-2-hydroxy-3-methyl-3-phenylbutanoyl]amino}-3,3-dimethylbutanoyl)(methyl)amino]-2,5-dimethyl-2-hexenoate (0.34 g, 0.70 mmol, from Reference Example 41) is dissolved in methanol (3.2 mL) and tetrahydrofuran (3.2 mL). To this solution is added water (1.6 mL) and lithium hydroxide monohydrate (64 mg, 1.5 mmol), and ... Reaction conditions: temperature 65 celsius, time 16 hour. Starting materials: O[C@H](C(=O)N[C@H](C(=O)N([C@H](/C=C(/C(=O)OCC)\C)C(C)C)C)C(C)(C)C)C(C)(C1=CC=CC=C1)C (ethyl (E,4S)-4-[((2S)-2-{[(2S)-2-hydroxy-3-methyl-3-phenylbutanoyl]amino}-3,3-dimethylbutanoyl)(methyl)amino]-2,5-dimethyl-2-hexenoate), O[C@@H](C(=O)N[C@H](C(=O)N([C@H](/C=C(/C(=O)OCC)\C)C(C)C)C)C(C)(C)C)C(C)(C1=CC=CC=C1)C (ethyl (E,4S)-4-[((2S)-2-{[(2R)-2-hydroxy-3-methyl-3-phenylbutanoyl]amino}-3,3-dimethylbutanoyl)(methyl)amino]-2,5-dimethyl-2-hexenoate), O (water), O.[OH-].[Li+] (lithium hydroxide monohydrate). The reactants are OOS(=O)[O-].[K+] (Oxone), FC=1C=NC(=C(C(=O)N[C@@H]2[C@@H](CCCC2)O)C1)OC1=CC(=CC=C1)SC (5-fluoro-N-[(1S,2R)-2-hydroxycyclohexyl]-2-[3-(methylsulfanyl)phenoxy]nicotinamide), O (water), C(C)(C)O (isopropanol). Conditions: time 18 hour. Yields the product FC=1C=NC(=C(C(=O)N[C@@H]2[C@@H](CCCC2)O)C1)OC1=CC(=CC=C1)S(=O)(=O)C (5-fluoro-N-[(1S,2R)-2-hydroxycyclohexyl]-2-[3-(methylsulfonyl)phenoxy]nicotinamide). Reaction SMILES: O[O:2][S:3]([O-:5])=O.[K+].[F:7][C:8]1[CH:9]=[N:10][C:11]([O:24][C:25]2[CH:30]=[CH:29][CH:28]=[C:27](SC)[CH:26]=2)=[C:12]([CH:23]=1)[C:13]([NH:15][C@H:16]1[CH2:21][CH2:20][CH2:19][CH2:18][C@H:17]1[OH:22])=[O:14].O.[CH:34](O)(C)C>>[F:7][C:8]1[CH:9]=[N:10][C:11]([O:24][C:25]2[CH:26]=[CH:27][CH:28]=[C:29]([S:3]([CH3:34])(=[O:5])=[O:2])[CH:30]=2)=[C:12]([CH:23]=1)[C:13]([NH:15][C@H:16]1[CH2:21][CH2:20][CH2:19][CH2:18][C@H:17]1[OH:22])=[O:14] |f:0.1|. Procedure details: Oxone™ (245 mg, 0.40 mmol) was added to a solution of 5-fluoro-N-[(1S,2R)-2-hydroxycyclohexyl]-2-[3-(methylsulfanyl)phenoxy]nicotinamide (50 mg, 0.13 mmol) in a mixture of isopropanol (2 ml), tetrahydrofurann (1 ml) and water (1 ml) at 0° C. The mixture was warmed to ambient temperature and stirred for 18 h then partitioned between water (2 ml) and dichloromethane (10 ml) using a Chemelute™ cartridge. The organic phase was evaporated and the residue purified by flash column chromatography using ... Isolated yield 2.6%. Reagents/catalysts: CC(C)(C)c1ccc(-c2ccc(C(C)(C)C)cc2)cc1 (4,4'-di-tert-butylbiphenyl), CC(C)(C)C(=O)[O-].[K+] (KOPiv), Cl[Pd]CC=C.C=CC[Pd]Cl ([Pd(allyl)Cl]2), CN(C)c1ccc(P(C2CCCCC2)C2CCCCC2)cc1 (A-caPhos). Solvent: CC(=O)N(C)C (DMA), CC(=O)N(C)C (DMA), CC(=O)N(C)C (DMA). Yields the product Cn1cncc1-c1ccccc1-c1ccccc1. Reaction conditions: temperature 120 celsius, time 24 hour. The reactants are Brc1ccccc1-c1ccccc1, Cn1ccnc1. The reactants are BrB(Br)Br, CO, ClCCl, CS(=O)(=O)c1ccc(-c2ccc(OCc3ccccc3)c(F)c2)nc1, [Na+], O=C([O-])O. Yields the product CS(=O)(=O)c1ccc(-c2ccc(O)c(F)c2)nc1. As a reaction SMILES: [B:26]([Br:27])([Br:28])[Br:29].[CH3:35][OH:36].[Cl:37][CH2:38][Cl:39].[F:1][c:2]1[cH:3][c:4](-[c:16]2[n:17][cH:18][c:19]([S:22](=[O:23])(=[O:24])[CH3:25])[cH:20][cH:21]2)[cH:5][cH:6][c:7]1[O:8][CH2:9][c:10]1[cH:11][cH:12][cH:13][cH:14][cH:15]1.[Na+:34].[O-:30][C:31]([OH:32])=[O:33]>>[F:1][c:2]1[cH:3][c:4](-[c:16]2[n:17][cH:18][c:19]([S:22](=[O:23])(=[O:24])[CH3:25])[cH:20][cH:21]2)[cH:5][cH:6][c:7]1[OH:8].